This data is from the Open Reaction Database (ORD), a public repository of structured organic reaction records. The task is: describe an organic reaction: reactants, conditions, products, and yield Starting materials: BrC1=CC=CC=2C3=C(NC12)C1CCN(C3)CC1 (7-bromo-3,4,5,6-tetrahydro-1H-2,5-ethanoazepino[4,3-b]indole). Run in CS(=O)C (dimethyl sulfoxide). Product: BrC=1C=CC=C2C3=C(NC12)CN1CCC3CC1 (9-bromo-3,4,5,10-tetrahydro-1H-2,5-ethanoazepino[3,4-b]indole). As a reaction SMILES: [Br:1][C:2]1[C:10]2[NH:9][C:8]3[CH:11]4CCN([CH2:15][C:7]=3[C:6]=2[CH:5]=[CH:4][CH:3]=1)CC4>CS(C)=O>[Br:1][C:2]1[CH:3]=[CH:4][CH:5]=[C:6]2[C:10]=1[NH:9][C:8]1[CH2:11][N:9]3[CH2:10][CH2:6][CH:15]([C:7]2=1)[CH2:7][CH2:8]3. Procedure: Crude reaction mixture was obtained as described in Example 1B. Analytical HPLC analysis [Phenomenex® Luna® Combi-HTS C8 (2) 5 μm 100 Å (2.1×30 mm), a gradient of 10-100% acetonitrile (A) and 0.1% trifluoroacetic acid in water (B) at a flow rate of 2.0 mL/minute over 3 minutes (0-0.1 minute 10% A, 0.1-2.6 minutes 10-100% A)] identified the product of Example 1B as the major product (retention time 1.77 minutes) and the title compound as the minor product (retention time 1.95 minutes). The crude ... Product: BrC[C@H](CC(=O)OCC)O (ethyl (S)-4-bromo-3-hydroxybutyrate). Solvent: 2. Reactants: O=C[C@H](O)[C@@H](O)[C@H](O)[C@H](O)CO (Glucose), C1=CC(=C[N+](=C1)[C@H]2[C@@H]([C@@H]([C@H](O2)COP(=O)(O)OP(=O)(O)OC[C@@H]3[C@H]([C@H]([C@@H](O3)N4C=NC5=C4N=CN=C5N)OP(=O)(O)O)O)O)O)C(=O)N (NADP), BrCC(CC(=O)OCC)=O (ethyl 4-bromoacetoacetate), [OH-].[Na+] (sodium hydroxide). Isolated yield 89.1%. Procedure details: The recombinant E. coli HB101(pNTS1G) obtained in Example 10 was inoculated in 100 ml of a 2×YT medium sterilized in a 500 ml Sakaguchi flask, and cultured with agitation at 37° C. for 13 hours. Glucose, 1.3 g, 3.2 mg of NADP, and then 1 g of ethyl 4-bromoacetoacetate were added to 50 ml of the resultant culture. The culture was stirred at 30° C. while being adjusted at pH 6.5 with a 5 M sodium hydroxide solution to allow for reaction for 18 hours. After the reaction, the reaction solution was s... RXN SMILES: O=C[C@@H]([C@H]([C@@H]([C@@H](CO)O)O)O)O.C1C=[N+]([C@@H]2O[C@H](COP(OP(OC[C@H]3O[C@@H](N4C5N=CN=C(N)C=5N=C4)[C@H](OP(O)(O)=O)[C@@H]3O)(O)=O)(O)=O)[C@@H](O)[C@H]2O)C=C(C(N)=O)C=1.[Br:61][CH2:62][C:63](=[O:70])[CH2:64][C:65]([O:67][CH2:68][CH3:69])=[O:66].[OH-].[Na+]>>[Br:61][CH2:62][C@@H:63]([OH:70])[CH2:64][C:65]([O:67][CH2:68][CH3:69])=[O:66] |f:3.4|. Conditions: temperature 30 celsius, time 13 hour. The reactants are F[C@@H]1[C@@H](O[C@@H]([C@H]1O)CO)N1C2=NC=NC(=C2N=C1)NC(C1=CC=CC=C1)=O (9-(2-deoxy-2-fluoro-β-D-arabinofuranosyl)-N6 -benzoyladenine), C(C1=CC=CC=C1)(=O)NC=1C=2N=CN([C@H]3C[C@H](O)[C@@H](COC(C4=CC=C(C=C4)OC)(C4=CC=C(C=C4)OC)C4=CC=CC=C4)O3)C2N=CN1 (N6 -benzoyl-5'-O-(4,4'-dimethoxytrityl)-2'-deoxyadenosine). Yields the product COC1=CC=C(C(C2=CC=C(C=C2)OC)(C2=CC=CC=C2)OC[C@@H]2[C@H]([C@@H]([C@@H](O2)N2C3=NC=NC(=C3N=C2)NC(C2=CC=CC=C2)=O)F)O)C=C1 (9-[2-Deoxy-5-O-(4,4'-dimethoxytrityl)-2-fluoro-β-D-arabinofuranosyl]-N6 -benzoyladenine). Reaction SMILES: [F:1][C@H:2]1[C@H:6]([OH:7])[C@@H:5]([CH2:8][OH:9])[O:4][C@H:3]1[N:10]1[CH:18]=[N:17][C:16]2[C:11]1=[N:12][CH:13]=[N:14][C:15]=2[NH:19][C:20](=[O:27])[C:21]1[CH:26]=[CH:25][CH:24]=[CH:23][CH:22]=1.C(NC1C2N=CN(C=2N=CN=1)[C@@H]1O[C@H](CO[C:49]([C:66]2[CH:71]=[CH:70][CH:69]=[CH:68][CH:67]=2)([C:58]2[CH:63]=[CH:62][C:61]([O:64][CH3:65])=[CH:60][CH:59]=2)[C:50]2[CH:55]=[CH:54][C:53]([O:56][CH3:57])=[CH:52][CH:51]=2)[C@@H](O)C1)(=O)C1C=CC=CC=1>>[CH3:65][O:64][C:61]1[CH:60]=[CH:59][C:58]([C:49]([O:9][CH2:8][C@H:5]2[O:4][C@@H:3]([N:10]3[CH:18]=[N:17][C:16]4[C:11]3=[N:12][CH:13]=[N:14][C:15]=4[NH:19][C:20](=[O:27])[C:21]3[CH:22]=[CH:23][CH:24]=[CH:25][CH:26]=3)[C@@H:2]([F:1])[C@@H:6]2[OH:7])([C:66]2[CH:67]=[CH:68][CH:69]=[CH:70][CH:71]=2)[C:50]2[CH:55]=[CH:54][C:53]([O:56][CH3:57])=[CH:52][CH:51]=2)=[CH:63][CH:62]=1. Reported procedure: This compound is prepared from 9-(2-deoxy-2-fluoro-β-D-arabinofuranosyl)-N6 -benzoyladenine by the same procedure used for the preparation of N6 -benzoyl-5'-O-(4,4'-dimethoxytrityl)-2'-deoxyadenosine. Starting materials: [N+](=O)([O-])C1=CC=C(COC(=O)N2[C@@H](C[C@H](C2)O)CCC(=O)O)C=C1 ((2R,4R)-1-p-nitrobenzyloxycarbonyl-2-(2-carboxyethyl)-4-hydroxypyrrolidine), CN (methylamine), ClC(=O)OCC (ethyl chloroformate). Run in O1CCCC1 (tetrahydrofuran), C(C)N(CC)CC (triethylamine). Run at time 15 minute. Product: [N+](=O)([O-])C1=CC=C(COC(=O)N2[C@@H](C[C@H](C2)O)CCC(=O)NC)C=C1 ((2R,4R)-1-p-nitrobenzyloxycarbonyl-2-(2-methylaminocarbonylethyl)-4-hydroxypyrrolidine). As a reaction SMILES: [N+:1]([C:4]1[CH:24]=[CH:23][C:7]([CH2:8][O:9][C:10]([N:12]2[CH2:16][C@H:15]([OH:17])[CH2:14][C@H:13]2[CH2:18][CH2:19][C:20](O)=[O:21])=[O:11])=[CH:6][CH:5]=1)([O-:3])=[O:2].ClC(OCC)=O.[CH3:31][NH2:32]>O1CCCC1.C(N(CC)CC)C>[N+:1]([C:4]1[CH:24]=[CH:23][C:7]([CH2:8][O:9][C:10]([N:12]2[CH2:16][C@H:15]([OH:17])[CH2:14][C@H:13]2[CH2:18][CH2:19][C:20]([NH:32][CH3:31])=[O:21])=[O:11])=[CH:6][CH:5]=1)([O-:3])=[O:2]. Reported procedure: To a solution of (2R,4R)-1-p-nitrobenzyloxycarbonyl-2-(2-carboxyethyl)-4-hydroxypyrrolidine (57.73 g) in dry tetrahydrofuran (500 ml), triethylamine (29.27 ml) was added, and ethyl chloroformate (18.74 ml) was further added thereto at -20° to -25° C. under nitrogen stream. The resulting mixture was stirred at the same temperature for 15 minutes and 30% (w/w) ethanolic solution of methylamine (57.5 g) was added thereto, followed by stirring at the same temperature for 1 hour. The solvent was remo...